From a dataset of the Open Reaction Database (ORD), a public repository of structured organic reaction records. describe an organic reaction: reactants, conditions, products, and yield Reactants: CN1C2=CC=CC=C2C=2C(C(CCC12)CN1C(=NC=C1)C)=O (1,2,3,9,-Tetrahydro-9-methyl-3-[(2-methyl-1H-imidazol-1-yl)methyl]-4H-carbazol-4-one), C(C)(C)O (isopropanol), Cl (hydrochloric acid). Run in O (water). The product is O.O.Cl.CN1C2=CC=CC=C2C=2C(C(CCC12)CN1C(=NC=C1)C)=O (1,2,3,9-Tetrahydro-9-methyl-3-[(2-methyl-1H-imidazol-1-yl)methyl]-4H-carbazol-4-one hydrochloride dihydrate). Reaction SMILES: [CH3:1][N:2]1[C:14]2[CH2:13][CH2:12][CH:11]([CH2:15][N:16]3[CH:20]=[CH:19][N:18]=[C:17]3[CH3:21])[C:10](=[O:22])[C:9]=2[C:8]2[C:3]1=[CH:4][CH:5]=[CH:6][CH:7]=2.C([OH:26])(C)C.[ClH:27]>O>[OH2:22].[OH2:26].[ClH:27].[CH3:1][N:2]1[C:14]2[CH2:13][CH2:12][CH:11]([CH2:15][N:16]3[CH:20]=[CH:19][N:18]=[C:17]3[CH3:21])[C:10](=[O:22])[C:9]=2[C:8]2[C:3]1=[CH:4][CH:5]=[CH:6][CH:7]=2 |f:4.5.6.7|. Reported procedure: 1,2,3,9,-Tetrahydro-9-methyl-3-[(2-methyl-1H-imidazol-1-yl)methyl]-4H-carbazol-4-one (18.3g) in a hot mixture of isopropanol (90ml) and water (18.3ml) was treated with concentrated hydrochloric acid (6.25ml). The hot mixture was filtered and the filtrate diluted with isopropanol (90ml) and stirred at room temperature for 17h, cooled to 2° and the solid filtered off (21.6g). A sample (6g) was recrystallized from a mixture of water (6ml) and isopropanol (10ml) to give the title compound as a white...